Dataset: the Open Reaction Database (ORD), a public repository of structured organic reaction records. Task: describe an organic reaction: reactants, conditions, products, and yield Starting materials: C1(CC1)N1C(N(C=C1C1=CC=CC=C1)CC(=O)O)=O ((3-cyclopropyl-2-oxo-4-phenyl-2,3-dihydro-1H-imidazol-1-yl)-acetic acid), C1=C(C=CC2=CC=CC=C12)C(C)N (1-(2-naphthyl)ethylamine), CCN=C=NCCCN(C)C.Cl (EDC hydrochloride), C=1C=CC2=C(C1)N=NN2O (HOBt). Run in CN(C)C=O (DMF). Reaction conditions: time 8 hour. Product: C1(CC1)N1C(N(C=C1C1=CC=CC=C1)CC(=O)NC(C)C1=CC2=CC=CC=C2C=C1)=O (rac-2-(3-cyclopropyl-2-oxo-4-phenyl-2,3-dihydro-1H-imidazol-1-yl)-N-[1-(2-naphthyl)ethyl]-acetamide). Reaction SMILES: [CH:1]1([N:4]2[C:8]([C:9]3[CH:14]=[CH:13][CH:12]=[CH:11][CH:10]=3)=[CH:7][N:6]([CH2:15][C:16]([OH:18])=O)[C:5]2=[O:19])[CH2:3][CH2:2]1.[CH:20]1[C:29]2[C:24](=[CH:25][CH:26]=[CH:27][CH:28]=2)[CH:23]=[CH:22][C:21]=1[CH:30]([NH2:32])[CH3:31].CCN=C=NCCCN(C)C.Cl.C1C=CC2N(O)N=NC=2C=1>CN(C=O)C>[CH:1]1([N:4]2[C:8]([C:9]3[CH:10]=[CH:11][CH:12]=[CH:13][CH:14]=3)=[CH:7][N:6]([CH2:15][C:16]([NH:32][CH:30]([C:21]3[CH:22]=[CH:23][C:24]4[C:29](=[CH:28][CH:27]=[CH:26][CH:25]=4)[CH:20]=3)[CH3:31])=[O:18])[C:5]2=[O:19])[CH2:2][CH2:3]1 |f:2.3|. Reported procedure: 40 mg (0.155 mmol) of (3-cyclopropyl-2-oxo-4-phenyl-2,3-dihydro-1H-imidazol-1-yl)-acetic acid from Example 128A, 29.2 mg (0.17 mmol) of 1-(2-naphthyl)ethylamine, 38.6 mg (0.20 mmol) of EDC hydrochloride and 25.1 mg (0.19 mmol) of HOBt are dissolved in 1.5 ml of dry DMF and stirred overnight at RT. The crude product is purified by preparative HPLC [Method 10, with addition of 0.01 M hydrochloric acid in the water]. The target compound is obtained in a yield of 41 mg (63% of theory). Starting materials: [O-][Mn](=O)(=O)=O.[K+] (KMnO4), OCC=1NC2=C(N1)C=CC=C2CP(=O)(O)O (2-Hydroxymethyl-4-phosphonomethylbenzimidazole), [O-][Mn](=O)(=O)=O.[K+] (KMnO4), [OH-].[Na+] (NaOH). Run in O (water), O (H2O). Conditions: temperature 80 celsius. The product is C(=O)(O)C=1NC2=C(N1)C=CC=C2CP(=O)(O)O (2-Carboxy-4-phosphonomethylbenzimidazole). RXN SMILES: [OH:1][CH2:2][C:3]1[NH:4][C:5]2[C:11]([CH2:12][P:13]([OH:16])([OH:15])=[O:14])=[CH:10][CH:9]=[CH:8][C:6]=2[N:7]=1.[O-:17][Mn](=O)(=O)=O.[K+].[OH-].[Na+]>O>[C:2]([C:3]1[NH:4][C:5]2[C:11]([CH2:12][P:13]([OH:16])([OH:15])=[O:14])=[CH:10][CH:9]=[CH:8][C:6]=2[N:7]=1)([OH:17])=[O:1] |f:1.2,3.4|. Procedure: 2-Hydroxymethyl-4-phosphonomethylbenzimidazole (411 mg) and KMnO4 (70 mg) in water (7 mL) containing 3 equivalents of NaOH were warmed to 80° C. KMnO4 (636 mg) was divided into 9 equal portions and added over 3.5 hours. The reaction was stirred at 80° C. for one additional hour then cooled and filtered through diatomaceous earth. The pale yellow solution was concentrated to a yellow solid. The solid was taken up in water and applied to a column of Amberlite CG 400 (0.5×16 cm). The column was elu... Reactants: BrCCCC(C#N)(C(C)C)C1=CC(=C(C=C1)OC)OC (5-Bromo-2-(3,4-dimethoxyphenyl)-2-isopropylpentanenitrile), CNCCC=1C=C(C(=O)OC(C)C)C=CC1 (Isopropyl 3-(2-(methylamino)ethyl)benzoate). Yields the product C(#N)C(CCCN(CCC=1C=C(C(=O)OC(C)C)C=CC1)C)(C(C)C)C1=CC(=C(C=C1)OC)OC (Isopropyl 3-(2-((4-cyano-4-(3,4-dimethoxyphenyl)-5-methylhexyl)(methyl)amino)ethyl)benzoate). As a reaction SMILES: Br[CH2:2][CH2:3][CH2:4][C:5]([C:11]1[CH:16]=[CH:15][C:14]([O:17][CH3:18])=[C:13]([O:19][CH3:20])[CH:12]=1)([CH:8]([CH3:10])[CH3:9])[C:6]#[N:7].[CH3:21][NH:22][CH2:23][CH2:24][C:25]1[CH:26]=[C:27]([CH:34]=[CH:35][CH:36]=1)[C:28]([O:30][CH:31]([CH3:33])[CH3:32])=[O:29]>>[C:6]([C:5]([C:11]1[CH:16]=[CH:15][C:14]([O:17][CH3:18])=[C:13]([O:19][CH3:20])[CH:12]=1)([CH:8]([CH3:10])[CH3:9])[CH2:4][CH2:3][CH2:2][N:22]([CH3:21])[CH2:23][CH2:24][C:25]1[CH:26]=[C:27]([CH:34]=[CH:35][CH:36]=1)[C:28]([O:30][CH:31]([CH3:33])[CH3:32])=[O:29])#[N:7]. Procedure: Reaction of 1f with 2f produced 3ae. MS found M+H=481. The oxalate salt of 3ae was recrystallized from ethyl acetate; mp 130-132° C. Starting materials: C(C)(C)(C)OC(=O)N1[C@H](CN(CC1)C(=O)C1=C(C(=C2C=CC=CN12)C1=CC=CC=C1)CC1=C(C(=CC=C1)F)C)CCO ((S)-4-[2-(3-fluoro-2-methyl-benzyl)-1-phenyl-indolizine-3-carbonyl]-2-(2-hydroxy-ethyl)-piperazine-1-carboxylic acid tert-butyl ester), CC(=O)OI1(C2=CC=CC=C2C(=O)O1)(OC(=O)C)OC(=O)C (1,1,1-triacetoxy-1,1-dihydro-1,2-benziodoxol-3(1H)-one). Run in C(C)OCC (diethyl ether), C(Cl)Cl (DCM). Conditions: time 3.5 hour. The product is C(C)(C)(C)OC(=O)N1[C@H](CN(CC1)C(=O)C1=C(C(=C2C=CC=CN12)C1=CC=CC=C1)CC1=C(C(=CC=C1)F)C)CC=O ((S)-4-[2-(3-fluoro-2-methyl-benzyl)-1-phenyl-indolizine-3-carbonyl]-2-(2-oxo-ethyl)-piperazine-1-carboxylic acid tert-butyl ester). Isolated yield 101.4%. As a reaction SMILES: [C:1]([O:5][C:6]([N:8]1[CH2:13][CH2:12][N:11]([C:14]([C:16]2[N:24]3[C:19]([CH:20]=[CH:21][CH:22]=[CH:23]3)=[C:18]([C:25]3[CH:30]=[CH:29][CH:28]=[CH:27][CH:26]=3)[C:17]=2[CH2:31][C:32]2[CH:37]=[CH:36][CH:35]=[C:34]([F:38])[C:33]=2[CH3:39])=[O:15])[CH2:10][C@@H:9]1[CH2:40][CH2:41][OH:42])=[O:7])([CH3:4])([CH3:3])[CH3:2].CC(OI1(OC(C)=O)(OC(C)=O)OC(=O)C2C1=CC=CC=2)=O>C(Cl)Cl.C(OCC)C>[C:1]([O:5][C:6]([N:8]1[CH2:13][CH2:12][N:11]([C:14]([C:16]2[N:24]3[C:19]([CH:20]=[CH:21][CH:22]=[CH:23]3)=[C:18]([C:25]3[CH:26]=[CH:27][CH:28]=[CH:29][CH:30]=3)[C:17]=2[CH2:31][C:32]2[CH:37]=[CH:36][CH:35]=[C:34]([F:38])[C:33]=2[CH3:39])=[O:15])[CH2:10][C@@H:9]1[CH2:40][CH:41]=[O:42])=[O:7])([CH3:3])([CH3:4])[CH3:2]. Procedure details: To a solution of the compound of example 5, step 5 (0.955 g, 1.67 mmol) in 10 ml of DCM under argon was added 1,1,1-triacetoxy-1,1-dihydro-1,2-benziodoxol-3(1H)-one (7.78 g, 1.84 mmol). The mixture was stirred at room temperature for 3.5 h and then diluted with 40 ml of diethyl ether. The solution was washed three times with a 1 N solution of sodium hydroxide (15 ml) and twice with brine (15 ml). The organic phase was dried over sodium sulfate, filtered and evaporated to dryness under reduced pr...